Task: describe an organic reaction: reactants, conditions, products, and yield. Dataset: the Open Reaction Database (ORD), a public repository of structured organic reaction records Starting materials: C(=O)(OC(C)(C)C)N[C@@H](CC1=CC=CC=C1)[C@@H]1C[C@H](C(O1)=O)CC1=C(C(=C(C=C1)OC)C)C (5(S)-[1(S)-(Boc-amino)-2-phenylethyl]-3(R)-[(2,3-dimethyl-4-methoxyphenyl)methyl]dihydrofuran-2-(3H)-one), solution, [OH-].[Li+] (lithium hydroxide). Solvent: [Cl-].[NH4+] (ammonium chloride), C(CC(O)(C(=O)O)CC(=O)O)(=O)O (citric acid), C(OC)COC (dimethoxyethane), O (water), O (water). Conditions: time 2.5 hour. Yields the product C(=O)(OC(C)(C)C)N[C@H]([C@H](C[C@H](C(=O)O)CC1=C(C(=C(C=C1)OC)C)C)O)CC1=CC=CC=C1 (5(S)-(Boc-Amino)-4(S)-hydroxy-6-phenyl-2(R)-[(2,3-dimethyl-4-methoxyphenyl)-methyl]hexanoic acid). As a reaction SMILES: [C:1]([NH:8][C@H:9]([C@H:17]1[O:21][C:20](=[O:22])[C@H:19]([CH2:23][C:24]2[CH:29]=[CH:28][C:27]([O:30][CH3:31])=[C:26]([CH3:32])[C:25]=2[CH3:33])[CH2:18]1)[CH2:10][C:11]1[CH:16]=[CH:15][CH:14]=[CH:13][CH:12]=1)([O:3][C:4]([CH3:7])([CH3:6])[CH3:5])=[O:2].[OH-:34].[Li+]>C(COC)OC.O.[Cl-].[NH4+].C(O)(=O)CC(CC(O)=O)(C(O)=O)O>[C:1]([NH:8][C@@H:9]([CH2:10][C:11]1[CH:16]=[CH:15][CH:14]=[CH:13][CH:12]=1)[C@@H:17]([OH:21])[CH2:18][C@@H:19]([CH2:23][C:24]1[CH:29]=[CH:28][C:27]([O:30][CH3:31])=[C:26]([CH3:32])[C:25]=1[CH3:33])[C:20]([OH:22])=[O:34])([O:3][C:4]([CH3:6])([CH3:5])[CH3:7])=[O:2] |f:1.2,5.6|. Reported procedure: A solution of 1.001 g (2.2 mmol) of 5(S)-[1(S)-(Boc-amino)-2-phenylethyl]-3(R)-[(2,3-dimethyl-4-methoxyphenyl)methyl]dihydrofuran-2-(3H)-one in 35.8 ml of dimethoxyethane and 18 ml of water is treated, at RT, with 8.8 ml of a 1M solution of lithium hydroxide in water, and this reaction mixture is stirred for 2.5 h. It is then transferred to a separating funnel and diluted with 108.5 ml of sat. ammonium chloride solution and 9 ml of a 10% citric acid solution (both being cold); the whole is then ...